Task: describe an organic reaction: reactants, conditions, products, and yield. Dataset: the Open Reaction Database (ORD), a public repository of structured organic reaction records Starting materials: CS(=O)(=O)Cl, Cl, CC(=O)C1CCC2C3CCC4=CC(=O)C=CC4(C)C3CC(O)C12C, c1ccncc1. RXN SMILES: [CH3:25][S:26]([Cl:27])(=[O:28])=[O:29].[ClH:30].[OH:1][CH:2]1[CH2:3][CH:4]2[C:5]3([CH3:24])[CH:6]=[CH:7][C:8](=[O:23])[CH:9]=[C:10]3[CH2:11][CH2:12][CH:13]2[CH:14]2[CH2:15][CH2:16][CH:17]([C:18]([CH3:19])=[O:20])[C:21]12[CH3:22].[cH:31]1[cH:32][cH:33][n:34][cH:35][cH:36]1>>[O:1]([CH:2]1[CH2:3][CH:4]2[C:5]3([CH3:24])[CH:6]=[CH:7][C:8](=[O:23])[CH:9]=[C:10]3[CH2:11][CH2:12][CH:13]2[CH:14]2[CH2:15][CH2:16][CH:17]([C:18]([CH3:19])=[O:20])[C:21]12[CH3:22])[S:26]([CH3:25])(=[O:28])=[O:29]. The product is CC(=O)C1CCC2C3CCC4=CC(=O)C=CC4(C)C3CC(OS(C)(=O)=O)C12C.